This data is from the Open Reaction Database (ORD), a public repository of structured organic reaction records. The task is: describe an organic reaction: reactants, conditions, products, and yield The reactants are CO[Si](OC)(OC)C12C=CC(CC1)C2 (TrimethoxysilylNorbornene), ( 47/53 ), Pd1446, C(C)[SiH](CC)CC (triethyl silane), C(C)O (ethanol), CO[Si](OC)(OC)C12C=CC(CC1)C2 (TMSNB). Run in C1(=CC=CC=C1)C (toluene), C1CCOC1 (THF), C1(=CC=CC=C1)C (toluene), ClCCl (dichloromethane). Reaction conditions: temperature 80 celsius. The product is C(CCC)C12C=CC(CC1)C2.CO[Si](OC)(OC)C12C=CC(CC1)C2 (Butyl Norbornene Trimethoxysilyl Norbornene). RXN SMILES: [CH3:1][O:2][Si:3]([C:8]12[CH2:14][CH:11]([CH2:12][CH2:13]1)[CH:10]=[CH:9]2)([O:6][CH3:7])[O:4][CH3:5].C([SiH]([CH2:20][CH3:21])CC)C.[CH2:22](O)[CH3:23]>ClCCl.C1COCC1.C1(C)C=CC=CC=1>[CH2:22]([C:8]12[CH2:14][CH:11]([CH2:12][CH2:13]1)[CH:10]=[CH:9]2)[CH2:23][CH2:20][CH3:21].[CH3:1][O:2][Si:3]([C:8]12[CH2:14][CH:11]([CH2:12][CH2:13]1)[CH:10]=[CH:9]2)([O:4][CH3:5])[O:6][CH3:7] |f:6.7|. Procedure details: BuNB (10.97 g, 0.073 mol), TrimethoxysilylNorbornene (TMSNB, CAS 7538-46-7) (12.95 g, 0.073 mol), triethyl silane (0.34 g, 2.91E-04 mol), ethanol (0.80 g, 1.75E-03 mol) and toluene (170.0 g) were combined in a 500 mL serum bottle and heated to 80° C. in an oil bath to form a solution. To this solution were injected Pd1446 (0.017 g, 1.16E-05 mol) and DANFABA (0.028 g, 3.49E-5 mol), each in the form of a concentrated solution in dichloromethane. After addition, the resulting mixture was maintained...